This data is from the Open Reaction Database (ORD), a public repository of structured organic reaction records. The task is: describe an organic reaction: reactants, conditions, products, and yield Product: CS(=O)(=O)c1nccc(Cl)n1. RXN SMILES: [CH3:19][C:20](=[O:21])[OH:22].[Cl:1][c:2]1[n:3][c:4]([S:8][CH3:9])[n:5][cH:6][cH:7]1.[K+:15].[Mn:10]([O-:11])(=[O:12])(=[O:13])=[O:14].[O:16]=[S:17]=[O:18].[OH2:23]>>[Cl:1][c:2]1[n:3][c:4]([S:17](=[O:16])(=[O:18])[CH3:19])[n:5][cH:6][cH:7]1. Starting materials: CC(=O)O, CSc1nccc(Cl)n1, [K+], O=[Mn](=O)(=O)[O-], O=S=O, O. The reactants are Br, COc1cccc(F)c1-c1ccccc1Cl. The product is Oc1cccc(F)c1-c1ccccc1Cl. RXN SMILES: [BrH:17].[Cl:1][c:2]1[c:3](-[c:8]2[c:9]([F:16])[cH:10][cH:11][cH:12][c:13]2[O:14][CH3:15])[cH:4][cH:5][cH:6][cH:7]1>>[Cl:1][c:2]1[c:3](-[c:8]2[c:9]([F:16])[cH:10][cH:11][cH:12][c:13]2[OH:14])[cH:4][cH:5][cH:6][cH:7]1. The reactants are CS(=O)(=O)c1ncc2ccsc2n1, CN1CCCC1=O, CCOC(C)=O, NCCN1CCOCC1. The product is c1cc2cnc(CCN3CCOCC3)nc2s1. As a reaction SMILES: [CH3:1][S:2](=[O:3])(=[O:4])[c:5]1[n:6][cH:7][c:8]2[c:9]([n:10]1)[s:11][cH:12][cH:13]2.[CH3:23][N:24]1[CH2:25][CH2:26][CH2:27][C:28]1=[O:29].[CH3:30][CH2:31][O:32][C:33]([CH3:34])=[O:35].[NH2:14][CH2:15][CH2:16][N:17]1[CH2:18][CH2:19][O:20][CH2:21][CH2:22]1>>[c:5]1([CH2:15][CH2:16][N:17]2[CH2:18][CH2:19][O:20][CH2:21][CH2:22]2)[n:6][cH:7][c:8]2[c:9]([n:10]1)[s:11][cH:12][cH:13]2. The reactants are CO, [N-]=[N+]=NC1CCC(C(c2ccccc2)c2ccccc2)OC1. Product: NC1CCC(C(c2ccccc2)c2ccccc2)OC1. As a reaction SMILES: [CH3:23][OH:24].[N:1](=[N+:2]=[N-:3])[CH:4]1[CH2:5][O:6][CH:7]([CH:10]([c:11]2[cH:12][cH:13][cH:14][cH:15][cH:16]2)[c:17]2[cH:18][cH:19][cH:20][cH:21][cH:22]2)[CH2:8][CH2:9]1>>[NH2:1][CH:4]1[CH2:5][O:6][CH:7]([CH:10]([c:11]2[cH:12][cH:13][cH:14][cH:15][cH:16]2)[c:17]2[cH:18][cH:19][cH:20][cH:21][cH:22]2)[CH2:8][CH2:9]1. The reactants are CCOC(=O)c1ccc(C(=O)OCC)c(Br)c1, CCCCCCOc1ccc(B(O)O)cc1, Cc1ccccc1, [K+], [K+], O=C([O-])[O-], O, c1ccc(P(c2ccccc2)(c2ccccc2)[Pd](P(c2ccccc2)(c2ccccc2)c2ccccc2)(P(c2ccccc2)(c2ccccc2)c2ccccc2)P(c2ccccc2)(c2ccccc2)c2ccccc2)cc1. Yields the product CCCCCCOc1ccc(-c2cc(C(=O)OCC)ccc2C(=O)OCC)cc1. RXN SMILES: [Br:1][c:2]1[c:3]([C:4](=[O:5])[O:6][CH2:7][CH3:8])[cH:9][cH:10][c:11]([C:13](=[O:14])[O:15][CH2:16][CH3:17])[cH:12]1.[CH2:31]([CH2:32][CH2:33][CH2:34][CH2:35][CH3:36])[O:37][c:38]1[cH:39][cH:40][c:41]([B:44]([OH:45])[OH:46])[cH:42][cH:43]1.[CH3:24][c:25]1[cH:26][cH:27][cH:28][cH:29][cH:30]1.[K+:18].[K+:19].[O-:20][C:21]([O-:22])=[O:23].[OH2:124].[cH:47]1[cH:48][cH:49][c:50]([P:51]([Pd:52]([P:53]([c:54]2[cH:55][cH:56][cH:57][cH:58][cH:59]2)([c:60]2[cH:61][cH:62][cH:63][cH:64][cH:65]2)[c:66]2[cH:67][cH:68][cH:69][cH:70][cH:71]2)([P:72]([c:73]2[cH:74][cH:75][cH:76][cH:77][cH:78]2)([c:79]2[cH:80][cH:81][cH:82][cH:83][cH:84]2)[c:85]2[cH:86][cH:87][cH:88][cH:89][cH:90]2)[P:91]([c:92]2[cH:93][cH:94][cH:95][cH:96][cH:97]2)([c:98]2[cH:99][cH:100][cH:101][cH:102][cH:103]2)[c:104]2[cH:105][cH:106][cH:107][cH:108][cH:109]2)([c:110]2[cH:111][cH:112][cH:113][cH:114][cH:115]2)[c:116]2[cH:117][cH:118][cH:119][cH:120][cH:121]2)[cH:122][cH:123]1>>[c:2]1(-[c:41]2[cH:40][cH:39][c:38]([O:37][CH2:31][CH2:32][CH2:33][CH2:34][CH2:35][CH3:36])[cH:43][cH:42]2)[c:3]([C:4](=[O:5])[O:6][CH2:7][CH3:8])[cH:9][cH:10][c:11]([C:13](=[O:14])[O:15][CH2:16][CH3:17])[cH:12]1.